From a dataset of the Open Reaction Database (ORD), a public repository of structured organic reaction records. describe an organic reaction: reactants, conditions, products, and yield The reactants are O=C(CBr)Nc1cccc(C(F)(F)F)c1, CC(C)(C)[O-], [K+], C1COCCO1, CN(C)C=O, c1ccc2[nH]ccc2c1. The product is O=C(Cn1ccc2ccccc21)Nc1cccc(C(F)(F)F)c1. RXN SMILES: [Br:16][CH2:17][C:18](=[O:19])[NH:20][c:21]1[cH:22][c:23]([C:27]([F:28])([F:29])[F:30])[cH:24][cH:25][cH:26]1.[CH3:1][C:2]([CH3:3])([O-:4])[CH3:5].[K+:6].[O:31]1[CH2:32][CH2:33][O:34][CH2:35][CH2:36]1.[O:37]=[CH:38][N:39]([CH3:40])[CH3:41].[cH:7]1[cH:8][cH:9][c:10]2[nH:11][cH:12][cH:13][c:14]2[cH:15]1>>[cH:7]1[cH:8][cH:9][c:10]2[n:11]([CH2:17][C:18](=[O:19])[NH:20][c:21]3[cH:22][c:23]([C:27]([F:28])([F:29])[F:30])[cH:24][cH:25][cH:26]3)[cH:12][cH:13][c:14]2[cH:15]1. Reactants: CC1=CC=C(C(=O)O)C=C1 (4-Methylbenzoic acid), N(O)=C1[C@]2(C)[C@@H](CC1)[C@@H]1CC=C3C[C@H](CC[C@]3(C)[C@H]1CC2)O (17-oximino-5-androsten-3β-ol), C1(CCCCC1)N=C=NC1CCCCC1 (dicyclohexylcarbodiimide). Solvent: ClCCl (dichloromethane). Conditions: time 48 hour. Product: CC1=CC=C(C(=O)O[C@@H]2CC3=CC[C@H]4[C@@H]5CCC([C@@]5(C)CC[C@@H]4[C@]3(CC2)C)=NO)C=C1 (17-OXIMINO-5-ANDROSTEN-3β-YL 4-METHYLBENZOATE). Isolated yield 43.0%. RXN SMILES: [CH3:1][C:2]1[CH:10]=[CH:9][C:5]([C:6]([OH:8])=[O:7])=[CH:4][CH:3]=1.[N:11](=[C:13]1[CH2:18][CH2:17][C@H:16]2[C@H:19]3[C@H:29]([CH2:30][CH2:31][C@:14]12[CH3:15])[C@:27]1([CH3:28])[C:22]([CH2:23][C@@H:24](O)[CH2:25][CH2:26]1)=[CH:21][CH2:20]3)[OH:12].C1(N=C=NC2CCCCC2)CCCCC1>ClCCl>[CH3:1][C:2]1[CH:10]=[CH:9][C:5]([C:6]([O:8][C@H:24]2[CH2:25][CH2:26][C@@:27]3([CH3:28])[C:22](=[CH:21][CH2:20][C@@H:19]4[C@@H:29]3[CH2:30][CH2:31][C@@:14]3([CH3:15])[C@H:16]4[CH2:17][CH2:18][C:13]3=[N:11][OH:12])[CH2:23]2)=[O:7])=[CH:4][CH:3]=1. Procedure: 4-Methylbenzoic acid (p-toluic acid) (0.22 g, 1.6 mmol) (0.16 g, 1.6 mmol) was added to the stirred solution of 17-oximino-5-androsten-3β-ol (9) (0.5 g, 1.6 mmol) and dicyclohexylcarbodiimide (DCC) (0.34 g, 1.6 mmol) in anhydrous dichloromethane (30.0 ml). The reaction mixture was stirred for 48 hr at room temperature (20-25°) and completion of the reaction was monitored by TLC. The precipitated dicyclohexylurea (DCU) was filtered, solvent removed under vacuum and the residue was crystallized fr... As a reaction SMILES: [CH3:24][C:25]([NH2:26])=[O:27].[CH3:30][N:31]([CH3:32])[CH:33]=[O:34].[Cl:1][c:2]1[n:3][cH:4][cH:5][c:6](-[c:8]2[c:9](-[c:17]3[cH:18][cH:19][c:20]([F:23])[cH:21][cH:22]3)[n:10][n:11]3[c:12]2[CH2:13][CH2:14][CH2:15][CH2:16]3)[n:7]1.[H-:28].[Na+:29]>>[c:2]1([NH:26][C:25]([CH3:24])=[O:27])[n:3][cH:4][cH:5][c:6](-[c:8]2[c:9](-[c:17]3[cH:18][cH:19][c:20]([F:23])[cH:21][cH:22]3)[n:10][n:11]3[c:12]2[CH2:13][CH2:14][CH2:15][CH2:16]3)[n:7]1. Yields the product CC(=O)Nc1nccc(-c2c(-c3ccc(F)cc3)nn3c2CCCC3)n1. Starting materials: CC(N)=O, CN(C)C=O, Fc1ccc(-c2nn3c(c2-c2ccnc(Cl)n2)CCCC3)cc1, [H-], [Na+]. Reactants: Cc1ccccc1, CCCCCCCCCCCCCCCC(=O)CC(=O)OCC, CC1(C)C2CCC1(CS(=O)(=O)O)C(=O)C2, O, OCCO. Yields the product CCCCCCCCCCCCCCCC1(CC(=O)OCC)OCCO1. As a reaction SMILES: [CH3:44][c:45]1[cH:46][cH:47][cH:48][cH:49][cH:50]1.[O:1]=[C:2]([CH2:3][C:4](=[O:5])[O:6][CH2:7][CH3:8])[CH2:9][CH2:10][CH2:11][CH2:12][CH2:13][CH2:14][CH2:15][CH2:16][CH2:17][CH2:18][CH2:19][CH2:20][CH2:21][CH2:22][CH3:23].[O:28]=[S:29](=[O:30])([OH:31])[CH2:32][C:33]12[CH2:34][CH2:35][CH:36]([C:37]1([CH3:38])[CH3:39])[CH2:40][C:41]2=[O:42].[OH2:43].[OH:24][CH2:25][CH2:26][OH:27]>>[O:1]1[C:2]([CH2:3][C:4](=[O:5])[O:6][CH2:7][CH3:8])([CH2:9][CH2:10][CH2:11][CH2:12][CH2:13][CH2:14][CH2:15][CH2:16][CH2:17][CH2:18][CH2:19][CH2:20][CH2:21][CH2:22][CH3:23])[O:24][CH2:25][CH2:26]1. The reactants are C1CCOC1.C(C)O (THF ethanol), ClC=1C=C(C=CC1)C1=C(C(N(C2=NC(=CC=C12)C=O)CC)=O)CCC(=O)OC (methyl 3-[4-(3-chlorophenyl)-1-ethyl-7-formyl-2-oxo-1,2-dihydro-1,8-naphthyridin-3-yl]propanoate), [BH4-].[Na+] (sodium borohydride). Run in O (water). Conditions: time 1 hour. Product: ClC=1C=C(C=CC1)C1=C(C(N(C2=NC(=CC=C12)CO)CC)=O)CCC(=O)O (3-[4-(3-chlorophenyl)-1-ethyl-7-hydroxymethyl-2-oxo-1,2-dihydro-1,8-naphthyridin-3-yl]propanoic acid). Yield: 44.7%. RXN SMILES: C1COCC1.C(O)C.[Cl:9][C:10]1[CH:11]=[C:12]([C:16]2[C:25]3[C:20](=[N:21][C:22]([CH:26]=[O:27])=[CH:23][CH:24]=3)[N:19]([CH2:28][CH3:29])[C:18](=[O:30])[C:17]=2[CH2:31][CH2:32][C:33]([O:35]C)=[O:34])[CH:13]=[CH:14][CH:15]=1.[BH4-].[Na+]>O>[Cl:9][C:10]1[CH:11]=[C:12]([C:16]2[C:25]3[C:20](=[N:21][C:22]([CH2:26][OH:27])=[CH:23][CH:24]=3)[N:19]([CH2:28][CH3:29])[C:18](=[O:30])[C:17]=2[CH2:31][CH2:32][C:33]([OH:35])=[O:34])[CH:13]=[CH:14][CH:15]=1 |f:0.1,3.4|. Procedure details: To a 7 ml THF-ethanol (5:2) solution containing 300 mg of methyl 3-[4-(3-chlorophenyl)-1-ethyl-7-formyl-2-oxo-1,2-dihydro-1,8-naphthyridin-3-yl]propanoate was added 9 mg of sodium borohydride under ice cooling. After stirring for 1 hour, water was added to the reaction mixture and the whole was extracted with ethyl acetate. The organic layer was washed with saturated brine and then the solvent was evaporated. The residue was purified by a silica gel column chromatography (hexane-ethyl acetate). ... The reactants are [N+](=O)([O-])/C=C/C1=C2N(C=3C=CC=CC13)CCN(CC2)C(=O)OC(C)(C)C (tert-butyl 11-[(E)-2-nitroethenyl]-1,2,4,5-tetrahydro-3H-[1,4]diazepino[1,7-a]indole-3-carboxylate), Cl (hydrochloric acid). Solvent: CO (methanol), CO (methanol). Conditions: time 3 hour. The product is [N+](=O)([O-])/C=C/C1=C2N(C=3C=CC=CC13)CCNCC2 (11-[(E)-2-nitroethenyl]-2,3,4,5-tetrahydro-1H-[1,4]diazepino[1,7-a]indole). Yield: 73.8%. As a reaction SMILES: [N+:1](/[CH:4]=[CH:5]/[C:6]1[C:14]2[CH:13]=[CH:12][CH:11]=[CH:10][C:9]=2[N:8]2[CH2:15][CH2:16][N:17](C(OC(C)(C)C)=O)[CH2:18][CH2:19][C:7]=12)([O-:3])=[O:2].Cl>CO>[N+:1](/[CH:4]=[CH:5]/[C:6]1[C:14]2[CH:13]=[CH:12][CH:11]=[CH:10][C:9]=2[N:8]2[CH2:15][CH2:16][NH:17][CH2:18][CH2:19][C:7]=12)([O-:3])=[O:2]. Procedure: A solution of tert-butyl 11-[(E)-2-nitroethenyl]-1,2,4,5-tetrahydro-3H-[1,4]diazepino[1,7-a]indole-3-carboxylate (396 mg, 1.1 mmol) in methanol (10 mL) is cooled to 0° C. and treated with a saturated solution of hydrochloric acid in methanol (5 mL). After 3 hrs, the volatiles are removed under reduced pressure, diluted with 5M sodium hydroxide (15 mL), and extracted twice with dichloromethane (20 mL). The combined organics are washed once with brine (15 mL), dried over MgSO4, filtered, and conce...